This data is from the Open Reaction Database (ORD), a public repository of structured organic reaction records. The task is: describe an organic reaction: reactants, conditions, products, and yield Starting materials: C(CCC)OC(=O)C=1C(=C2C(=C(N1)Cl)SC=C2)O (7-chloro-4-hydroxy-thieno[2,3-c]pyridine-5-carboxylic acid butyl ester), NCC(=O)O (glycine), solution, CO[Na] (MeONa), CO (methanol). Run at time 24 hour. Yields the product ClC=1N=C(C(=C2C1SC=C2)O)C(=O)NCC(=O)O ([(7-Chloro-4-hydroxy-thieno[2,3-c]pyridine-5-carbonyl)-amino]-acetic acid). Yield: 96.3%. As a reaction SMILES: C(O[C:6]([C:8]1[C:9]([OH:18])=[C:10]2[CH:17]=[CH:16][S:15][C:11]2=[C:12]([Cl:14])[N:13]=1)=[O:7])CCC.[NH2:19][CH2:20][C:21]([OH:23])=[O:22].CO[Na].CO>>[Cl:14][C:12]1[N:13]=[C:8]([C:6]([NH:19][CH2:20][C:21]([OH:23])=[O:22])=[O:7])[C:9]([OH:18])=[C:10]2[CH:17]=[CH:16][S:15][C:11]=12. Reported procedure: A mixture of 7-chloro-4-hydroxy-thieno[2,3-c]pyridine-5-carboxylic acid butyl ester (143 mg, 0.5 mmol), glycine (751 mg, 10 mmol), and a 0.5 M solution of MeONa in methanol (20 ml, 10 mmol) was refluxed with stirring for 24 h before it was concentrated in vacuo. To the residue was added H2O (10 ml) and the pH of the mixture was adjusted to 1 to 2 by addition of 6 N HCl. The resulting suspension was extracted with EtOAc (1×25 ml). The organic phase was dried over MgSO4 and concentrated in vacuo t... Starting materials: CCOC(C)=O, CCCc1cccc2c1OCCN(C(=O)OC(C)(C)C)C2, CCOC(C)=O, Cl. Yields the product CCCc1cccc2c1OCCNC2, Cl. Reaction SMILES: [C:22]([O:23][CH2:24][CH3:25])(=[O:26])[CH3:27].[CH2:1]([CH2:2][CH3:3])[c:4]1[cH:5][cH:6][cH:7][c:8]2[c:14]1[O:13][CH2:12][CH2:11][N:10]([C:15]([O:16][C:17]([CH3:18])([CH3:19])[CH3:20])=[O:21])[CH2:9]2.[CH3:29][CH2:30][O:31][C:32](=[O:33])[CH3:34].[ClH:28]>>[CH2:1]([CH2:2][CH3:3])[c:4]1[cH:5][cH:6][cH:7][c:8]2[c:14]1[O:13][CH2:12][CH2:11][NH:10][CH2:9]2.[ClH:28]. Starting materials: CCOC(=O)C1CCC(CC(=O)O)CC1, C1CCOC1, C[Si](C)(C)[N-][Si](C)(C)C, CCOC(C)=O, [Li+], CCOC(=O)C1CCC(CC(=O)n2ccnc2)CC1. The product is CCOC(=O)CC(=O)CC1CCC(C(=O)OCC)CC1. RXN SMILES: [CH2:1]([CH3:2])[O:3][C:4](=[O:5])[CH:6]1[CH2:7][CH2:8][CH:9]([CH2:12][C:13](=[O:14])[OH:15])[CH2:10][CH2:11]1.[CH2:51]1[O:52][CH2:53][CH2:54][CH2:55]1.[CH3:17][Si:18]([N-:19][Si:20]([CH3:21])([CH3:22])[CH3:23])([CH3:24])[CH3:25].[CH3:26][CH2:27][O:28][C:29](=[O:30])[CH3:31].[Li+:16].[n:32]1([C:33](=[O:34])[CH2:35][CH:36]2[CH2:37][CH2:38][CH:39]([C:40]([O:41][CH2:42][CH3:43])=[O:44])[CH2:45][CH2:46]2)[cH:47][cH:48][n:49][cH:50]1>>[CH2:1]([CH3:2])[O:3][C:4](=[O:5])[CH:6]1[CH2:7][CH2:8][CH:9]([CH2:12][C:13](=[O:15])[CH2:31][C:29]([O:28][CH2:27][CH3:26])=[O:30])[CH2:10][CH2:11]1. Reactants: CCO, Cl, CCOC(=O)Cc1nc(-c2cccc(C)c2)c(-c2ccnc(N)c2)s1, [Na+], [OH-]. Yields the product Cc1cccc(-c2nc(CC(=O)O)sc2-c2ccnc(N)c2)c1. RXN SMILES: [CH3:29][CH2:30][OH:31].[ClH:28].[NH2:1][c:2]1[n:3][cH:4][cH:5][c:6](-[c:8]2[c:9](-[c:19]3[cH:20][c:21]([CH3:25])[cH:22][cH:23][cH:24]3)[n:10][c:11]([CH2:13][C:14](=[O:15])[O:16][CH2:17][CH3:18])[s:12]2)[cH:7]1.[Na+:27].[OH-:26]>>[NH2:1][c:2]1[n:3][cH:4][cH:5][c:6](-[c:8]2[c:9](-[c:19]3[cH:20][c:21]([CH3:25])[cH:22][cH:23][cH:24]3)[n:10][c:11]([CH2:13][C:14](=[O:15])[OH:16])[s:12]2)[cH:7]1. RXN SMILES: [C:16]([c:17]1[cH:18][cH:19][cH:20][cH:21][cH:22]1)(=[O:23])[Cl:24].[C:1]([CH3:2])([CH3:3])([CH3:4])[NH:5][NH:6][C:7]([c:8]1[cH:9][cH:10][c:11]([Cl:14])[cH:12][cH:13]1)=[O:15].[CH2:25]([Cl:26])[Cl:27].[Na+:29].[OH-:28].[OH2:30]>>[C:1]([CH3:2])([CH3:3])([CH3:4])[N:5]([NH:6][C:7]([c:8]1[cH:9][cH:10][c:11]([Cl:14])[cH:12][cH:13]1)=[O:15])[C:16]([c:17]1[cH:18][cH:19][cH:20][cH:21][cH:22]1)=[O:23]. The reactants are O=C(Cl)c1ccccc1, CC(C)(C)NNC(=O)c1ccc(Cl)cc1, ClCCl, [Na+], [OH-], O. Yields the product CC(C)(C)N(NC(=O)c1ccc(Cl)cc1)C(=O)c1ccccc1. Reactants: CN[C@@H]1C[C@H]2O[C@@](C)([C@@H]1OC)n1c3ccccc3c3c4c(c5c6ccccc6n2c5c31)C(=O)NC4 (staurosporine), CCCCc1cc(Cl)c(C=O)[nH]1. Reagents/catalysts: CC(C)[O-].CC(C)[O-].CC(C)[O-].CC(C)[O-].[Ti+4] (Ti(OiPr)4), CC(=O)O (acetic acid), CC(=O)O[BH-](OC(C)=O)OC(C)=O.[Na+] (Sodium triacetoxyborohydride). The solvent is CN1CCCC1=O (NMP), CN1CCCC1=O (NMP), CN1CCCC1=O (NMP), CN1CCCC1=O (NMP), CN1CCCC1=O (NMP), CN1CCCC1=O (NMP), CN1CCCC1=O (NMP). Run at temperature 22 celsius, time 18 hour. The product is CCCCc1cc(Cl)c(CN(C)[C@@H]2C[C@H]3O[C@@](C)([C@@H]2OC)n4c5ccccc5c6c7CNC(=O)c7c8c9ccccc9n3c8c46)[nH]1, CN[C@@H]1C[C@H]2O[C@@](C)([C@@H]1OC)n1c3ccccc3c3c4c(c5c6ccccc6n2c5c31)C(=O)NC4 (Staurosporine), CCCCc1cc(Cl)c(C=O)[nH]1. Reactants: FC1=CC(=C(C=C1)O)[N+](=O)[O-] (4-fluoro-2-nitrophenol), O (water), C(Cl)C1CO1 (epichlorohydrin), [OH-].[Na+] (sodium hydroxide). Run in C(C)O (ethanol). Conditions: temperature 80 celsius, time 10 hour. Yields the product FC1=CC(=C(OCC2CO2)C=C1)[N+](=O)[O-] (1-(4-Fluoro-2-nitrophenoxy)-2,3-epoxypropane). As a reaction SMILES: [F:1][C:2]1[CH:7]=[CH:6][C:5]([OH:8])=[C:4]([N+:9]([O-:11])=[O:10])[CH:3]=1.[CH2:12]([CH:14]1[O:16][CH2:15]1)Cl.[OH-].[Na+].O>C(O)C>[F:1][C:2]1[CH:7]=[CH:6][C:5]([O:8][CH2:12][CH:14]2[O:16][CH2:15]2)=[C:4]([N+:9]([O-:11])=[O:10])[CH:3]=1 |f:2.3|. Procedure details: A mixture consisting of 31.4 g of 4-fluoro-2-nitrophenol, 100 ml of epichlorohydrin, 9.1 g of sodium hydroxide, 40 ml of water, and 900 ml of ethanol was stirred at 80° C. for 10 hours. The reaction mixture was cooled to room temperature, and any insoluble matter was removed by filtration. The filtrate was concentrated to dryness under reduced pressure. The residue was dissolved in a 1:1 mixed solvent of diethyl ether and hexane, washed with water and then with a saturated sodium chloride aqueou...